Task: describe an organic reaction: reactants, conditions, products, and yield. Dataset: the Open Reaction Database (ORD), a public repository of structured organic reaction records Starting materials: FC1=CC=C(C=NO)C=C1 (4-fluorobenzaldoxime), C(C=C)N=C=S (allylisothiocyanate). The product is FC1=CC=C(C=C1)C1=NOC(C1)CN=C=S (3-(4-fluorophenyl)-5-isothiocyanatomethyl-2-isoxazoline). As a reaction SMILES: [F:1][C:2]1[CH:10]=[CH:9][C:5]([CH:6]=[N:7][OH:8])=[CH:4][CH:3]=1.[CH2:11]([N:14]=[C:15]=[S:16])[CH:12]=[CH2:13]>>[F:1][C:2]1[CH:10]=[CH:9][C:5]([C:6]2[CH2:13][CH:12]([CH2:11][N:14]=[C:15]=[S:16])[O:8][N:7]=2)=[CH:4][CH:3]=1. Procedure: A 12.5 g. portion of 4-fluorobenzaldoxime was chlorinated and reacted with 50 ml. of allylisothiocyanate to prepare 3.4 g. of product, m.p. 59°-61°.